describe an organic reaction: reactants, conditions, products, and yield From a dataset of the Open Reaction Database (ORD), a public repository of structured organic reaction records. The reactants are BrC1=CC=NC(=C1C=O)Cl (4-Bromo-2-chloronicotinaldehyde), C1(NCCN2C1=CC=1CCCCC21)=O (3,4,6,7,8,9-Hexahydropyrazino[1,2-a]indol-1(2H)-one), CC1(C2=C(C(=CC=C2)P(C3=CC=CC=C3)C4=CC=CC=C4)OC5=C(C=CC=C51)P(C6=CC=CC=C6)C7=CC=CC=C7)C (XantPhos), C(=O)([O-])[O-].[Cs+].[Cs+] (Cs2CO3). Reagents/catalysts: C=1C=CC(=CC1)/C=C/C(=O)/C=C/C2=CC=CC=C2.C=1C=CC(=CC1)/C=C/C(=O)/C=C/C2=CC=CC=C2.C=1C=CC(=CC1)/C=C/C(=O)/C=C/C2=CC=CC=C2.[Pd].[Pd] (tris(dibenzylideneacetone)dipalladium(0)). The solvent is O1CCOCC1 (1,4-dioxane). Run at temperature 65 celsius. Yields the product ClC1=C(C=O)C(=CC=N1)N1C(C=2N(C=3CCCCC3C2)CC1)=O (2-Chloro-4-(1-oxo-3,4,6,7,8,9-hexahydropyrazino[1,2-a]indol-2(1H)-yl)nicotinaldehyde). Isolated yield 133.4%. RXN SMILES: Br[C:2]1[C:7]([CH:8]=[O:9])=[C:6]([Cl:10])[N:5]=[CH:4][CH:3]=1.[C:11]1(=[O:24])[C:16]2=[CH:17][C:18]3[CH2:19][CH2:20][CH2:21][CH2:22][C:23]=3[N:15]2[CH2:14][CH2:13][NH:12]1.CC1(C)C2C(=C(P(C3C=CC=CC=3)C3C=CC=CC=3)C=CC=2)OC2C(P(C3C=CC=CC=3)C3C=CC=CC=3)=CC=CC1=2.C([O-])([O-])=O.[Cs+].[Cs+]>C1C=CC(/C=C/C(/C=C/C2C=CC=CC=2)=O)=CC=1.C1C=CC(/C=C/C(/C=C/C2C=CC=CC=2)=O)=CC=1.C1C=CC(/C=C/C(/C=C/C2C=CC=CC=2)=O)=CC=1.[Pd].[Pd].O1CCOCC1>[Cl:10][C:6]1[N:5]=[CH:4][CH:3]=[C:2]([N:12]2[CH2:13][CH2:14][N:15]3[C:23]4[CH2:22][CH2:21][CH2:20][CH2:19][C:18]=4[CH:17]=[C:16]3[C:11]2=[O:24])[C:7]=1[CH:8]=[O:9] |f:3.4.5,6.7.8.9.10|. Procedure: A 100-mL single-neck round-bottomed flask equipped with a magnetic stirrer and a reflux condenser was charged with 104a (1.1 g, 5.0 mmol), 3,4,6,7,8,9-hexahydropyrazino[1,2-a]indol-1(2H)-one 101e (477 mg, 2.5 mmol), tris(dibenzylideneacetone)dipalladium(0) (230 mg, 0.25 mmol), XantPhos (430 mg, 0.75 mmol), Cs2CO3 (1.6 g, 5.0 mmol), and 1,4-dioxane (50 mL). After three cycles of vacuum/argon flush, the mixture was heated at 65° C. for 2 h. It was then cooled to room temperature and filtered. The ...